From a dataset of the Open Reaction Database (ORD), a public repository of structured organic reaction records. describe an organic reaction: reactants, conditions, products, and yield The reactants are COC(=O)C(N)CC(C)C, O=C(O)c1cnc(N2CCOCC2)c(OCC(F)(F)F)n1, CCCOc1nc(C(=O)NC(CO)CC(C)C)cnc1N1CCCC1. Product: COC(=O)C(CC(C)C)NC(=O)c1cnc(N2CCOCC2)c(OCC(F)(F)F)n1. RXN SMILES: [CH3:47][O:48][C:49]([CH:50]([NH2:51])[CH2:52][CH:53]([CH3:54])[CH3:55])=[O:56].[O:26]1[CH2:27][CH2:28][N:29]([c:32]2[n:33][cH:34][c:35]([C:44](=[O:45])[OH:46])[n:36][c:37]2[O:38][CH2:39][C:40]([F:41])([F:42])[F:43])[CH2:30][CH2:31]1.[OH:1][CH2:2][CH:3]([NH:4][C:5]([c:6]1[cH:7][n:8][c:9]([N:10]2[CH2:11][CH2:12][CH2:13][CH2:14]2)[c:15]([O:16][CH2:17][CH2:18][CH3:19])[n:20]1)=[O:21])[CH2:22][CH:23]([CH3:24])[CH3:25]>>[O:26]1[CH2:27][CH2:28][N:29]([c:32]2[n:33][cH:34][c:35]([C:44](=[O:46])[NH:51][CH:50]([C:49]([O:48][CH3:47])=[O:56])[CH2:52][CH:53]([CH3:54])[CH3:55])[n:36][c:37]2[O:38][CH2:39][C:40]([F:41])([F:42])[F:43])[CH2:30][CH2:31]1.